From a dataset of the Open Reaction Database (ORD), a public repository of structured organic reaction records. describe an organic reaction: reactants, conditions, products, and yield Reactants: OC1=NSC(=C1C#N)C (3-hydrox-4-cyano-5-methyl-isothiazole), S(O)(O)(=O)=O (sulfuric acid). Run at temperature 113 celsius. Yields the product OC1=NSC(=C1C(N)=O)C (3-hydroxy-4-carbamoyl-5-methyl-isothiazole). Reaction SMILES: [OH:1][C:2]1[C:6]([C:7]#[N:8])=[C:5]([CH3:9])[S:4][N:3]=1.S(=O)(=O)(O)[OH:11]>>[OH:1][C:2]1[C:6]([C:7](=[O:11])[NH2:8])=[C:5]([CH3:9])[S:4][N:3]=1. Procedure details: A mixture of 60 g of 3-hydrox-4-cyano-5-methyl-isothiazole and 150 ml of concentrated sulfuric acid (d = 1.838) was heated for 15 minutes at 113°C and after allowing the temperature to return to 45°C, the mixture was added to ice with stirring. The precipitate formed was recovered by vacuum filtration, was washed with water and then with acetone and dried to obtain 51.5 g of 3-hydroxy-4-carbamoyl-5-methyl-isothiazole melting at 248°-250°C.